Dataset: the Open Reaction Database (ORD), a public repository of structured organic reaction records. Task: describe an organic reaction: reactants, conditions, products, and yield Reactants: O=C(OOC(=O)c1ccccc1)c1ccccc1, COC(=O)c1cnc(C)cn1, ClC(Cl)(Cl)Cl, O=C1CCC(=O)N1Br. The product is COC(=O)c1cnc(CBr)cn1. As a reaction SMILES: [C:20]([O:21][O:22][C:23](=[O:24])[c:25]1[cH:26][cH:27][cH:28][cH:29][cH:30]1)(=[O:31])[c:32]1[cH:33][cH:34][cH:35][cH:36][cH:37]1.[CH3:1][O:2][C:3](=[O:4])[c:5]1[n:6][cH:7][c:8]([CH3:11])[n:9][cH:10]1.[Cl:38][C:39]([Cl:40])([Cl:41])[Cl:42].[O:12]=[C:13]1[N:14]([Br:19])[C:15](=[O:16])[CH2:17][CH2:18]1>>[CH3:1][O:2][C:3](=[O:4])[c:5]1[n:6][cH:7][c:8]([CH2:11][Br:19])[n:9][cH:10]1. The yield is 96.9%. As a reaction SMILES: [C:1]1([CH3:12])[CH:6]=[CH:5][CH:4]=[CH:3][C:2]=1[N:7]1[CH2:11][CH2:10][CH2:9][CH2:8]1.Cl[S:14]([OH:17])(=[O:16])=[O:15]>ClCCl>[CH3:12][C:1]1[CH:6]=[C:5]([S:14]([OH:17])(=[O:16])=[O:15])[CH:4]=[CH:3][C:2]=1[N:7]1[CH2:11][CH2:10][CH2:9][CH2:8]1. Procedure: To a cooled (0° C.) solution of 119 (1.24 g; 7.7 mmol) in anhydrous dichloromethane (38 mL) was added chlorosulfonic acid (0.61 mL; 9.24 mmol) dropwise (1 mL/minutes). The reaction mixture w as allowed to gradually warm to room temperature while stirring overnight. The reaction mixture was concentrated under reduced pressure. The resulting oil w as taken up in diisopropyl ether (10 mL) and aqueous hydrochloric acid (0.5 mL; 2N) then stirred vigorously at room temperature for 2 hours. The organic... Run in ClCCl (dichloromethane). Starting materials: C1(=C(C=CC=C1)N1CCCC1)C (1-o-Tolyl-pyrrolidine), ClS(=O)(=O)O (chlorosulfonic acid). Reaction conditions: time 8 hour. Product: CC=1C=C(C=CC1N1CCCC1)S(=O)(=O)O (3-Methyl-4-(pyrrolidin-1-yl)benzenesulfonic acid). Starting materials: S1C(=NC2=C1C=CC=C2)NC(NCC(=O)OCC)=O (ethyl 2-(3-benzo[d]thiazole-2-ylureido)acetate), [OH-].[K+] (KOH), Cl (hydrochloric acid). The solvent is O (water). Conditions: temperature 100 celsius, time 30 minute. The product is S1C(=NC2=C1C=CC=C2)NC(NCC(=O)O)=O (2-(3-benzo[d]thiazole-2-ylureido)acetic acid). The yield is 82.3%. As a reaction SMILES: [S:1]1[C:5]2[CH:6]=[CH:7][CH:8]=[CH:9][C:4]=2[N:3]=[C:2]1[NH:10][C:11](=[O:19])[NH:12][CH2:13][C:14]([O:16]CC)=[O:15].[OH-].[K+].Cl>O>[S:1]1[C:5]2[CH:6]=[CH:7][CH:8]=[CH:9][C:4]=2[N:3]=[C:2]1[NH:10][C:11](=[O:19])[NH:12][CH2:13][C:14]([OH:16])=[O:15] |f:1.2|. Procedure: The compound was synthesized by hydrolysis method. 100 mg of ethyl 2-(3-benzo[d]thiazole-2-ylureido)acetate and 60 mg of KOH were added to 10 ml of water, and subjected to reflux under 100° C. for 2 hours. The obtained reaction mixture were stirred at room temperature for 30 minutes, and cooled in ice-bath. Then, 1 ml of strong hydrochloric acid was added thereto, to acidify the obtained reaction mixture. 74 mg of 2-(3-benzo[d]thiazole-2-ylureido)acetic acid was produced in white solid phase. Reactants: CCCCN(CCCC)C(=O)C(C)(C)c1ccc2[nH]c(-c3cc(C)cc(C)c3)c(CCN(CCCCc3cccnc3)C(=O)OCc3ccccc3)c2c1, CCO, CCOC(C)=O, ClCCl. Product: CCCCN(CCCC)C(=O)C(C)(C)c1ccc2[nH]c(-c3cc(C)cc(C)c3)c(CCNCCCCc3cccnc3)c2c1. Reaction SMILES: [CH2:1]([O:2][C:3](=[O:4])[N:10]([CH2:11][CH2:12][CH2:13][CH2:14][c:15]1[cH:16][n:17][cH:18][cH:19][cH:20]1)[CH2:21][CH2:22][c:23]1[c:24](-[c:46]2[cH:47][c:48]([CH3:53])[cH:49][c:50]([CH3:52])[cH:51]2)[nH:25][c:26]2[cH:27][cH:28][c:29]([C:32]([CH3:33])([CH3:34])[C:35]([N:36]([CH2:37][CH2:38][CH2:39][CH3:40])[CH2:41][CH2:42][CH2:43][CH3:44])=[O:45])[cH:30][c:31]12)[c:5]1[cH:6][cH:7][cH:8][cH:9][cH:54]1.[CH3:55][CH2:56][OH:57].[CH3:58][CH2:59][O:60][C:61]([CH3:62])=[O:63].[Cl:64][CH2:65][Cl:66]>>[NH:10]([CH2:11][CH2:12][CH2:13][CH2:14][c:15]1[cH:16][n:17][cH:18][cH:19][cH:20]1)[CH2:21][CH2:22][c:23]1[c:24](-[c:46]2[cH:47][c:48]([CH3:53])[cH:49][c:50]([CH3:52])[cH:51]2)[nH:25][c:26]2[cH:27][cH:28][c:29]([C:32]([CH3:33])([CH3:34])[C:35]([N:36]([CH2:37][CH2:38][CH2:39][CH3:40])[CH2:41][CH2:42][CH2:43][CH3:44])=[O:45])[cH:30][c:31]12. Starting materials: C1(=CC=CC=C1)N1N=C(C(C1=O)C(CC(C)=O)=O)C (1-[1-phenyl-3-methyl-5-oxo-4,5-dihydro-1H-pyrazol-4-yl]-butane-1,3-dione), FC(CNN)(F)F (2,2,2-trifluoro-ethyl hydrazine). Product: CC=1C=C(N(N1)CC(F)(F)F)C1=C(N(N=C1C)C1=CC=CC=C1)O (5,5′-Dimethyl-2′-phenyl-2-(2,2,2-trifluoro-ethyl)-2H,2′H-[3,4′]bipyrazolyl-3′-ol). Reaction SMILES: [C:1]1([N:7]2[C:11](=[O:12])[CH:10]([C:13](=O)[CH2:14][C:15](=O)[CH3:16])[C:9]([CH3:19])=[N:8]2)[CH:6]=[CH:5][CH:4]=[CH:3][CH:2]=1.[F:20][C:21]([F:26])([F:25])[CH2:22][NH:23][NH2:24]>>[CH3:16][C:15]1[CH:14]=[C:13]([C:10]2[C:9]([CH3:19])=[N:8][N:7]([C:1]3[CH:6]=[CH:5][CH:4]=[CH:3][CH:2]=3)[C:11]=2[OH:12])[N:23]([CH2:22][C:21]([F:26])([F:25])[F:20])[N:24]=1. Procedure details: Prepare the title compound from 1-[1-phenyl-3-methyl-5-oxo-4,5-dihydro-1H-pyrazol-4-yl]-butane-1,3-dione and 2,2,2-trifluoro-ethyl hydrazine (70% in water) according to the procedure of Example 28. Reactants: CO, Cl, O=C(NOC1CCCCO1)c1ccc2c(c1)CCN(C(=O)Cc1ccccn1)C2. Product: Cl, O=C(NO)c1ccc2c(c1)CCN(C(=O)Cc1ccccn1)C2. As a reaction SMILES: [CH3:31][OH:32].[ClH:30].[n:1]1[c:2]([CH2:7][C:8](=[O:9])[N:10]2[CH2:11][c:12]3[cH:13][cH:14][c:15]([C:20](=[O:21])[NH:22][O:23][CH:24]4[CH2:25][CH2:26][CH2:27][CH2:28][O:29]4)[cH:16][c:17]3[CH2:18][CH2:19]2)[cH:3][cH:4][cH:5][cH:6]1>>[ClH:30].[n:1]1[c:2]([CH2:7][C:8](=[O:9])[N:10]2[CH2:11][c:12]3[cH:13][cH:14][c:15]([C:20](=[O:21])[NH:22][OH:23])[cH:16][c:17]3[CH2:18][CH2:19]2)[cH:3][cH:4][cH:5][cH:6]1. The reactants are C(CCC)[Li] (n-butyllithium), C(C)(C)NC(C)C (diisopropylamine), [Cl-].[NH4+] (ammonium chloride), C(=O)C1=CC=C(C=C1)C(=O)OC (methyl 4-formylbenzenecarboxylate), N1=C(C=CC=C1)C (2-picoline). Solvent: C1CCOC1 (THF), CCCCCC (hexane), C1CCOC1 (THF). Run at temperature 0 celsius, time 5 minute. Yields the product OC(CC1=NC=CC=C1)C1=CC=C(C=C1)C(=O)OC (Methyl 4-(1-hydroxy-2-pyridin-2-ylethyl)benzenecarboxylate). Isolated yield 5.4%. Reaction SMILES: C([Li])CCC.C(NC(C)C)(C)C.[N:13]1[CH:18]=[CH:17][CH:16]=[CH:15][C:14]=1[CH3:19].[CH:20]([C:22]1[CH:27]=[CH:26][C:25]([C:28]([O:30][CH3:31])=[O:29])=[CH:24][CH:23]=1)=[O:21].[Cl-].[NH4+]>C1COCC1.CCCCCC>[OH:21][CH:20]([C:22]1[CH:23]=[CH:24][C:25]([C:28]([O:30][CH3:31])=[O:29])=[CH:26][CH:27]=1)[CH2:19][C:14]1[CH:15]=[CH:16][CH:17]=[CH:18][N:13]=1 |f:4.5|. Procedure details: With cooling with ice, a hexane solution (48 mL) of 2.6 N n-butyllithium was added to a THF solution (300 mL) of diisopropylamine (18 mL), stirred at 0° C. for 5 minutes, and then cooled to −78° C. Next, 2-picoline (10 g) was dropwise added thereto, and stirred at that temperature for 30 minutes. THF solution (100 mL) of methyl 4-formylbenzenecarboxylate (17.6 g) was added thereto, and stirred at −78° C. for 30 minutes and then at room temperature for 4 hours. Aqueous saturated ammonium chloride... The reactants are FC1=CC=C(C=C1)N1N=CC(=C(C1=O)OS(=O)(=O)C1=CC=C(C)C=C1)C1=CC=C(C=C1)S(=O)(=O)C (2-(4-fluorophenyl)-4-tosyloxy-5-[4-(methylsulfonyl)phenyl]-3(2H)-pyridazinone), CC(CCO)=C (3-methyl-3-butene-1-ol), N (NH3). Yields the product FC1=CC=C(C=C1)N1N=CC(=C(C1=O)OCCC(=C)C)C1=CC=C(C=C1)S(=O)(=O)C (4-Fluorophenyl-4-(3-methyl-3-butenoxy)-5-[4-(methylsulfonyl)phenyl]-3(2H)-pyridazinone). As a reaction SMILES: [F:1][C:2]1[CH:7]=[CH:6][C:5]([N:8]2[C:13](=[O:14])[C:12]([O:15]S(C3C=CC(C)=CC=3)(=O)=O)=[C:11]([C:26]3[CH:31]=[CH:30][C:29]([S:32]([CH3:35])(=[O:34])=[O:33])=[CH:28][CH:27]=3)[CH:10]=[N:9]2)=[CH:4][CH:3]=1.[CH3:36][C:37](=[CH2:41])[CH2:38][CH2:39]O.N>>[F:1][C:2]1[CH:3]=[CH:4][C:5]([N:8]2[C:13](=[O:14])[C:12]([O:15][CH2:39][CH2:38][C:37]([CH3:41])=[CH2:36])=[C:11]([C:26]3[CH:27]=[CH:28][C:29]([S:32]([CH3:35])(=[O:34])=[O:33])=[CH:30][CH:31]=3)[CH:10]=[N:9]2)=[CH:6][CH:7]=1. Reported procedure: The title compound was prepared according to the method of Example 335, substituting 2-(4-fluorophenyl)-4-tosyloxy-5-[4-(methylsulfonyl)phenyl]-3(2H)-pyridazinone in place of 2-(3-chlorophenyl)-4-tosyloxy-5-[4-(methylsulfonyl)phenyl]-3(2H)-pyridazinone and substituting 3-methyl-3-butene-1-ol in place of isobutanol (yield: 0.1327 g, 91%). mp 109-111° C. 1H NMR (300 MHz, DMSO d6) δ 1.61 (s, 3H), 2.32 (t, J=7 Hz, 2H), 3.30 (s, 3H), 4.56 (t, J=7 Hz, 2H), 4.63 (bs, 1H), 4.68 (bs, 1H), 7.37 (m, 2H), 7...